This data is from the Open Reaction Database (ORD), a public repository of structured organic reaction records. The task is: describe an organic reaction: reactants, conditions, products, and yield Starting materials: IC1=CC=C(C=C1)C(C#N)CC=C (2-(4-iodo-phenyl)-pent-4-enenitrile), NaIO4, CC(=O)C.O (acetone H2O), hexanes EtOAc. Reagents/catalysts: O=[Os](=O)(=O)=O (OsO4). Solvent: O (H2O). Conditions: time 16 hour. Yields the product IC1=CC=C(C=C1)C(C#N)CC=O (2-(4-iodo-phenyl)-4-oxo-butyronitrile). Reaction SMILES: [I:1][C:2]1[CH:7]=[CH:6][C:5]([CH:8]([CH2:11][CH:12]=C)[C:9]#[N:10])=[CH:4][CH:3]=1.CC(C)=[O:16].O>O.O=[Os](=O)(=O)=O>[I:1][C:2]1[CH:7]=[CH:6][C:5]([CH:8]([CH2:11][CH:12]=[O:16])[C:9]#[N:10])=[CH:4][CH:3]=1 |f:1.2|. Procedure details: A mixture of 2-(4-iodo-phenyl)-pent-4-enenitrile (2.8 g, 9.9 mmol, intermediate for preparing EXAMPLE 2), OsO4 (0.7 mL, 4% in water, 0.10 mmol), and NaIO4 (4.44 g, 20.8 mmol) in 2:1 acetone/H2O (100 mL) was stirred at room temperature for 16 h. TLC (1:1 hexanes/EtOAc) showed no starting material left. The mixture was diluted with H2O (50 mL) and extracted with CH2Cl2 (50 mL×4). The organic layer was washed with brine, dried (Na2SO4) and concentrated by rotary evaporation. Purification by silica ... Reactants: COC(=O)[C@@H]1CCCCOC=2C=CC(C[C@@H](C(N[C@H](C(N1)=O)CC(C)C)=O)NC(=O)OC(C)(C)C)=CC2 ((7S,10S,13S)-13-tert-Butoxycarbonylamino-10-isobutyl-9,12-dioxo-2-oxa-8,11-diaza-bicyclo-[13.2.2]nonadeca-1(18),15(19),16-triene-7-carboxylic acid methyl ester), Cl (HCl). Run in O1CCOCC1 (1,4-dioxane). Conditions: time 16 hour. Product: Cl.COC(=O)[C@@H]1CCCCOC=2C=CC(C[C@@H](C(N[C@H](C(N1)=O)CC(C)C)=O)N)=CC2 ((7S,10S,13S)-13-Amino-10-isobutyl-9,12-dioxo-2-oxa-8,11-diaza-bicyclo[13.2.2]nonadeca-1-(18),15(19),16-triene-7-carboxylic acid methyl ester hydrogen chloride salt). Reaction SMILES: [CH3:1][O:2][C:3]([C@H:5]1[NH:21][C:20](=[O:22])[C@H:19]([CH2:23][CH:24]([CH3:26])[CH3:25])[NH:18][C:17](=[O:27])[C@@H:16]([NH:28]C(OC(C)(C)C)=O)[CH2:15][C:14]2=[CH:36][CH:37]=[C:11]([CH:12]=[CH:13]2)[O:10][CH2:9][CH2:8][CH2:7][CH2:6]1)=[O:4].[ClH:38]>O1CCOCC1>[ClH:38].[CH3:1][O:2][C:3]([C@H:5]1[NH:21][C:20](=[O:22])[C@H:19]([CH2:23][CH:24]([CH3:26])[CH3:25])[NH:18][C:17](=[O:27])[C@@H:16]([NH2:28])[CH2:15][C:14]2=[CH:36][CH:37]=[C:11]([CH:12]=[CH:13]2)[O:10][CH2:9][CH2:8][CH2:7][CH2:6]1)=[O:4] |f:3.4|. Procedure: Methyl ester 5 (0.340 g, 0.654 mmol) was dissolved in 4M HCl in 1,4-dioxane (20 mL). The solution was stirred at rt for 16 h before being concentrated in vacuo to yield a brown solid, 0.232 g, 78%.